From a dataset of the Open Reaction Database (ORD), a public repository of structured organic reaction records. describe an organic reaction: reactants, conditions, products, and yield Starting materials: O=C([O-])[O-], CC(=O)Nc1ncc(Cl)s1, Cn1ccnc1S, CN(C)C=O, [K+], [K+]. The product is CC(=O)Nc1ncc(Sc2nccn2C)s1. Reaction SMILES: [C:18](=[O:19])([O-:20])[O-:21].[C:1]([CH3:2])(=[O:3])[NH:4][c:5]1[s:6][c:7]([Cl:10])[cH:8][n:9]1.[CH3:11][n:12]1[c:13]([SH:17])[n:14][cH:15][cH:16]1.[CH3:24][N:25]([CH3:26])[CH:27]=[O:28].[K+:22].[K+:23]>>[C:1]([CH3:2])(=[O:3])[NH:4][c:5]1[s:6][c:7]([S:17][c:13]2[n:12]([CH3:11])[cH:16][cH:15][n:14]2)[cH:8][n:9]1.